The task is: describe an organic reaction: reactants, conditions, products, and yield. This data is from the Open Reaction Database (ORD), a public repository of structured organic reaction records. Reactants: C(CCCCCCCCCCCCCCCCCCC)C=1NC2=CC=C(C=C2C1)C(=O)O (2-(n-eicosyl)indole-5-carboxylic acid), Cl(=O)(=O)(=O)O (perchloric acid). The reagents and catalysts are [Pd] (palladium on charcoal). Run in C(C)(=O)O (acetic acid). The product is C(CCCCCCCCCCCCCCCCCCC)C1NC2=CC=C(C=C2C1)C(=O)O ((RS)-2-(n-eicosyl)indoline-5-carboxylic acid). RXN SMILES: [CH2:1]([C:21]1[NH:22][C:23]2[C:28]([CH:29]=1)=[CH:27][C:26]([C:30]([OH:32])=[O:31])=[CH:25][CH:24]=2)[CH2:2][CH2:3][CH2:4][CH2:5][CH2:6][CH2:7][CH2:8][CH2:9][CH2:10][CH2:11][CH2:12][CH2:13][CH2:14][CH2:15][CH2:16][CH2:17][CH2:18][CH2:19][CH3:20].Cl(O)(=O)(=O)=O>[Pd].C(O)(=O)C>[CH2:1]([CH:21]1[CH2:29][C:28]2[C:23](=[CH:24][CH:25]=[C:26]([C:30]([OH:32])=[O:31])[CH:27]=2)[NH:22]1)[CH2:2][CH2:3][CH2:4][CH2:5][CH2:6][CH2:7][CH2:8][CH2:9][CH2:10][CH2:11][CH2:12][CH2:13][CH2:14][CH2:15][CH2:16][CH2:17][CH2:18][CH2:19][CH3:20]. Procedure: A mixture containing 2-(n-eicosyl)indole-5-carboxylic acid (12.8 g), 5% w/w palladium on charcoal (2.0 g), 72% w/v aqueous perchloric acid (10 ml) and glacial acetic acid (150 ml) was heated by steam whilst shaken under hydrogen. Afterwards the mixture was filtered hot through diatomaceous earth, the residue was washed with hot glacial acetic acid (400 ml), and the combined filtrates were concentrated in vacuo to about 100 ml. The residue was poured into a mixture of ice and water, 50% w/v aqueo...